This data is from the Open Reaction Database (ORD), a public repository of structured organic reaction records. The task is: describe an organic reaction: reactants, conditions, products, and yield RXN SMILES: [CH2:1]([CH3:2])[O:3][c:4]1[c:5]([CH:6]=[O:7])[cH:8][cH:9][c:10]([O:12][CH2:13][CH3:14])[cH:11]1.[CH3:16][C:17](=[O:18])[O-:19].[CH3:20][CH2:21][N+:22](=[O:23])[O-:24].[CH3:25][C:26](=[O:27])[OH:28].[Na+:15]>>[CH2:1]([CH3:2])[O:3][c:4]1[c:5]([C:6]#[N:22])[cH:8][cH:9][c:10]([O:12][CH2:13][CH3:14])[cH:11]1. The reactants are CCOc1ccc(C=O)c(OCC)c1, CC(=O)[O-], CC[N+](=O)[O-], CC(=O)O, [Na+]. Product: CCOc1ccc(C#N)c(OCC)c1. Reactants: ONCCCP(O)(O)=O (3-(N-hydroxyamino)propylphosphonic acid), C(=O)O (Formic acid), C(C)(=O)OC(C)=O (acetic anhydride), C(O)CN (ethanolamine). Solvent: C(C)O (ethanol). Run at time 30 minute. Product: C(O)CN (monoethanolamine), C(=O)N(O)CCCP(O)(O)=O (3-(N-formyl-N-hydroxyamino)propylphosphonic acid). Reaction SMILES: [CH:1]([OH:3])=O.C(OC(=O)C)(=O)C.[OH:11][NH:12][CH2:13][CH2:14][CH2:15][P:16](=[O:19])([OH:18])[OH:17].[CH2:20]([CH2:22][NH2:23])[OH:21]>C(O)C>[CH2:20]([CH2:22][NH2:23])[OH:21].[CH:1]([N:12]([CH2:13][CH2:14][CH2:15][P:16](=[O:17])([OH:19])[OH:18])[OH:11])=[O:3]. Reported procedure: Formic acid (1.0 ml.) was added dropwise to acetic anhydride (1.2 ml.) at ambient temperature with stirring. The stirring was continued at the same temperature for 30 minutes and then 3-(N-hydroxyamino)propylphosphonic acid (1.51 g.) was added to the mixture. The reaction mixture was stirred at ambient temperature for 1.5 hours and concentrated under reduced pressure to give an oily residue, which was dissolved in ethanol (20 ml.). To the aqueous solution was added ethanolamine (0.61 g.) to prec... Reactants: C(C)(C)(C)OC(=O)NCC(=O)NC[C@H]1N(C[C@@H](C1)O)C(=O)OCC1=CC=C(C=C1)[N+](=O)[O-] ((2S, 4R)-2-[(t-butoxycarbonylamino)methylcarbonyl]aminomethyl-4-hydroxy-1-(4-nitrobenzyloxycarbonyl)pyrrolidine). The solvent is C1(=CC=CC=C1)OC (anisole), FC(C(=O)O)(F)F (trifluoroacetic acid). Reaction conditions: time 1 hour. Yields the product NCC(=O)NC[C@H]1N(C[C@@H](C1)O)C(=O)OCC1=CC=C(C=C1)[N+](=O)[O-] ((2S, 4R)-2-(aminomethylcarbonyl)aminomethyl-4-hydroxy-1-(4-nitrobenzyloxycarbonyl)pyrrolidine). As a reaction SMILES: C(OC([NH:8][CH2:9][C:10]([NH:12][CH2:13][C@@H:14]1[CH2:18][C@@H:17]([OH:19])[CH2:16][N:15]1[C:20]([O:22][CH2:23][C:24]1[CH:29]=[CH:28][C:27]([N+:30]([O-:32])=[O:31])=[CH:26][CH:25]=1)=[O:21])=[O:11])=O)(C)(C)C>C1(OC)C=CC=CC=1.FC(F)(F)C(O)=O>[NH2:8][CH2:9][C:10]([NH:12][CH2:13][C@@H:14]1[CH2:18][C@@H:17]([OH:19])[CH2:16][N:15]1[C:20]([O:22][CH2:23][C:24]1[CH:25]=[CH:26][C:27]([N+:30]([O-:32])=[O:31])=[CH:28][CH:29]=1)=[O:21])=[O:11]. Procedure details: A solution of (2S, 4R)-2-[(t-butoxycarbonylamino)methylcarbonyl]aminomethyl-4-hydroxy-1-(4-nitrobenzyloxycarbonyl)pyrrolidine (5.30 g) in a mixture of anisole (1 ml) and trifluoroacetic acid (50 ml) was stirred at ambient temperature for 1 hour. The mixture was evaporated under reduced pressure to give (2S, 4R)-2-(aminomethylcarbonyl)aminomethyl-4-hydroxy-1-(4-nitrobenzyloxycarbonyl)pyrrolidine. To a solution of the compound obtained above in a mixture of water (25 ml) and tetrahydrofuran (25 ml... Starting materials: O=C(O)COCC1CC1, Nc1ccc(N2CCN(C(=O)c3ccccc3C(F)(F)F)CC2)nn1. Product: O=C(COCC1CC1)Nc1ccc(N2CCN(C(=O)c3ccccc3C(F)(F)F)CC2)nn1. As a reaction SMILES: [CH:1]1([CH2:4][O:5][CH2:6][C:7](=[O:8])[OH:9])[CH2:2][CH2:3]1.[NH2:10][c:11]1[cH:12][cH:13][c:14]([N:17]2[CH2:18][CH2:19][N:20]([C:23](=[O:24])[c:25]3[c:26]([C:31]([F:32])([F:33])[F:34])[cH:27][cH:28][cH:29][cH:30]3)[CH2:21][CH2:22]2)[n:15][n:16]1>>[CH:1]1([CH2:4][O:5][CH2:6][C:7](=[O:9])[NH:10][c:11]2[cH:12][cH:13][c:14]([N:17]3[CH2:18][CH2:19][N:20]([C:23](=[O:24])[c:25]4[c:26]([C:31]([F:32])([F:33])[F:34])[cH:27][cH:28][cH:29][cH:30]4)[CH2:21][CH2:22]3)[n:15][n:16]2)[CH2:2][CH2:3]1. Starting materials: CN1CCCNCC1, CSC1=NC(=O)C(=Cc2ccc3c(cnn3Cc3ccc(C(F)(F)F)cc3C(F)(F)F)c2)S1. Product: CN1CCCN(C2=NC(=O)C(=Cc3ccc4c(cnn4Cc4ccc(C(F)(F)F)cc4C(F)(F)F)c3)S2)CC1. RXN SMILES: [CH3:34][N:35]1[CH2:36][CH2:37][NH:38][CH2:39][CH2:40][CH2:41]1.[F:1][C:2]([c:3]1[c:4]([CH2:5][n:6]2[n:7][cH:8][c:9]3[cH:10][c:11]([CH:15]=[C:16]4[C:17](=[O:23])[N:18]=[C:19]([S:21][CH3:22])[S:20]4)[cH:12][cH:13][c:14]23)[cH:24][cH:25][c:26]([C:28]([F:29])([F:30])[F:31])[cH:27]1)([F:32])[F:33]>>[F:1][C:2]([c:3]1[c:4]([CH2:5][n:6]2[n:7][cH:8][c:9]3[cH:10][c:11]([CH:15]=[C:16]4[C:17](=[O:23])[N:18]=[C:19]([N:38]5[CH2:37][CH2:36][N:35]([CH3:34])[CH2:41][CH2:40][CH2:39]5)[S:20]4)[cH:12][cH:13][c:14]23)[cH:24][cH:25][c:26]([C:28]([F:29])([F:30])[F:31])[cH:27]1)([F:32])[F:33].